Dataset: the Open Reaction Database (ORD), a public repository of structured organic reaction records. Task: describe an organic reaction: reactants, conditions, products, and yield Starting materials: N#Cc1ccc(CN)cc1, CCOC(C)=O, Cl, Cl, O=C(Cl)c1cccc(I)c1, C1CCOC1, c1ccncc1. Yields the product N#Cc1ccc(CNC(=O)c2cccc(I)c2)cc1. Reaction SMILES: [C:12](#[N:13])[c:14]1[cH:15][cH:16][c:17]([CH2:18][NH2:19])[cH:20][cH:21]1.[CH3:33][CH2:34][O:35][C:36](=[O:37])[CH3:38].[ClH:11].[ClH:39].[I:1][c:2]1[cH:3][c:4]([C:5](=[O:6])[Cl:7])[cH:8][cH:9][cH:10]1.[O:28]1[CH2:29][CH2:30][CH2:31][CH2:32]1.[cH:22]1[cH:23][cH:24][n:25][cH:26][cH:27]1>>[I:1][c:2]1[cH:3][c:4]([C:5](=[O:6])[NH:19][CH2:18][c:17]2[cH:16][cH:15][c:14]([C:12]#[N:13])[cH:21][cH:20]2)[cH:8][cH:9][cH:10]1. Starting materials: N12CCCCCC2=NCCC1 (1,8-diazabicyclo[5.4.0]undec-7-ene), N12CCCCCC2=NCCC1 (DBU), CC1=C(N)C=CC(=C1N1C=CN2N=C(C=C21)C=2C=NC=CC2)C (2,4-Dimethyl-3-[6-(pyridin-3-yl)-1H-imidazo[1,2-b]pyrazol-1-yl]aniline), BrC=1C=C(C=CC1)C1(COC1)C (3-(3-Bromophenyl)-3-methyloxetane), F[B-](F)(F)F.C(C)(C)(C)[PH+](C(C)(C)C)C(C)(C)C (tri-tert-butylphosphonium tetrafluoroborate), C1CCOC1 (THF). The reagents and catalysts are [C-]#[O+].[C-]#[O+].[C-]#[O+].[C-]#[O+].[C-]#[O+].[C-]#[O+].[Mo] (molybdenum hexacarbonyl), CC1=CC=CC=C1P(C2=CC=CC=C2C)C3=CC=CC=C3[CH2-].CC1=CC=CC=C1P(C2=CC=CC=C2C)C3=CC=CC=C3[CH2-].CC(=O)O.CC(=O)O.[Pd].[Pd] (trans-bis-(acetato)-bis-[o-(di-o-tolylphosphino)benzyl]dipalladium(II)). The solvent is O (water). Run at temperature 140 celsius. The product is CC1=C(C=C(C(=C1)C)N1C=CN2N=C(C=C21)C=2C=NC=CC2)NC(C2=CC(=CC=C2)C2(COC2)C)=O (N-{2,4-Dimethyl-5-[6-(pyridin-3-yl)-1H-imidazo[1,2-b]pyrazol-1-yl]phenyl}-3-(3-methyloxetan-3-yl)benzamide). RXN SMILES: N12CCCN=C1CCCCC2.C[C:13]1[C:19]([N:20]2[C:27]3[N:23]([N:24]=[C:25]([C:28]4[CH:29]=[N:30][CH:31]=[CH:32][CH:33]=4)[CH:26]=3)[CH:22]=[CH:21]2)=[C:18]([CH3:34])[CH:17]=[CH:16][C:14]=1[NH2:15].Br[C:36]1[CH:37]=[C:38]([C:42]2([CH3:46])[CH2:45][O:44][CH2:43]2)[CH:39]=[CH:40][CH:41]=1.F[B-](F)(F)F.[C:52]([PH+](C(C)(C)C)C(C)(C)C)(C)(C)C.C1C[O:68][CH2:67]C1>[C-]#[O+].[C-]#[O+].[C-]#[O+].[C-]#[O+].[C-]#[O+].[C-]#[O+].[Mo].CC1C(P(C2C([CH2-])=CC=CC=2)C2C(C)=CC=CC=2)=CC=CC=1.CC1C(P(C2C([CH2-])=CC=CC=2)C2C(C)=CC=CC=2)=CC=CC=1.CC(O)=O.CC(O)=O.[Pd].[Pd].O>[CH3:52][C:16]1[CH:17]=[C:18]([CH3:34])[C:19]([N:20]2[C:27]3[N:23]([N:24]=[C:25]([C:28]4[CH:29]=[N:30][CH:31]=[CH:32][CH:33]=4)[CH:26]=3)[CH:22]=[CH:21]2)=[CH:13][C:14]=1[NH:15][C:67](=[O:68])[C:36]1[CH:41]=[CH:40][CH:39]=[C:38]([C:42]2([CH3:46])[CH2:45][O:44][CH2:43]2)[CH:37]=1 |f:3.4,6.7.8.9.10.11.12,13.14.15.16.17.18|. Procedure: In a microwave reaction vessel, 302 mg (1.98 mmol) of 1,8-diazabicyclo[5.4.0]undec-7-ene (DBU) were added to a mixture of 200 mg (0.660 mmol) of the compound of Example 11A, 150 mg (0.660 mmol) of the compound of Example 99A, 209 mg (0.793 mmol) of molybdenum hexacarbonyl, 19 mg (0.066 mmol) of tri-tert-butylphosphonium tetrafluoroborate and 62 mg (0.066 mmol) of trans-bis-(acetato)-bis-[o-(di-o-tolylphosphino)benzyl]dipalladium(II) in 4.5 ml of THF. After addition of the DBU, the reaction vesse... Reactants: [OH-].[Na+] (sodium hydroxide), [N-]=[N+]=[N-].[Na+] (sodium azide), COC1=CC=C2CCCC(C2=C1)=O (7-methoxy-1-tetralone), S(O)(O)(=O)=O (sulphuric acid). Run in C(C)(=O)O (acetic acid). Product: COC1=CC2=C(CCCC(N2)=O)C=C1 (8-methoxy-2,3,4,5-tetrahydro-1H-1-benzazepin-2-one). Isolated yield 71.1%. RXN SMILES: [N-:1]=[N+]=[N-].[Na+].[CH3:5][O:6][C:7]1[CH:16]=[C:15]2[C:10]([CH2:11][CH2:12][CH2:13][C:14]2=[O:17])=[CH:9][CH:8]=1.S(=O)(=O)(O)O.[OH-].[Na+]>C(O)(=O)C>[CH3:5][O:6][C:7]1[CH:8]=[CH:9][C:10]2[CH2:11][CH2:12][CH2:13][C:14](=[O:17])[NH:1][C:15]=2[CH:16]=1 |f:0.1,4.5|. Procedure: 4 g of sodium azide are added portionwise to 8.3 g of 7-methoxy-1-tetralone in 36 ml of acetic acid. Then 17 ml of concentrated sulphuric acid are added dropwise, without a rise in temperature over 40°; the solution is poured onto ice and neutralised with 2 N sodium hydroxide solution. The separating bulk of crystals is removed and recrystallised from ethyl acetate. One obtains 6.4 g of 8-methoxy-2,3,4,5-tetrahydro-1H-1-benzazepin-2-one (m.p. 137°-138°). The reactants are COC(=O)c1ccccc1NCc1ccnc(NC(=O)N2CCOCC2)c1, C[Al](C)C, Nc1cc2ccccc2cn1, [Na+], O=C([O-])O. Product: O=C(Nc1cc2ccccc2cn1)c1ccccc1NCc1ccnc(NC(=O)N2CCOCC2)c1. Reaction SMILES: [CH3:12][O:13][C:14]([c:15]1[c:16]([NH:21][CH2:22][c:23]2[cH:24][c:25]([NH:29][C:30](=[O:31])[N:32]3[CH2:33][CH2:34][O:35][CH2:36][CH2:37]3)[n:26][cH:27][cH:28]2)[cH:17][cH:18][cH:19][cH:20]1)=[O:38].[CH3:39][Al:40]([CH3:41])[CH3:42].[NH2:1][c:2]1[n:3][cH:4][c:5]2[cH:6][cH:7][cH:8][cH:9][c:10]2[cH:11]1.[Na+:43].[OH:44][C:45](=[O:46])[O-:47]>>[NH:1]([c:2]1[n:3][cH:4][c:5]2[cH:6][cH:7][cH:8][cH:9][c:10]2[cH:11]1)[C:14](=[O:13])[c:15]1[c:16]([NH:21][CH2:22][c:23]2[cH:24][c:25]([NH:29][C:30](=[O:31])[N:32]3[CH2:33][CH2:34][O:35][CH2:36][CH2:37]3)[n:26][cH:27][cH:28]2)[cH:17][cH:18][cH:19][cH:20]1. Starting materials: O (water), BrN1C(CCC1=O)=O (N-bromosuccinimide), ClC=1C(=C(N)C=CC1F)F (3-chloro-2,4-difluoroaniline), CCCCCC (hexane). The solvent is CN(C=O)C (dimethylformamide). Reaction conditions: temperature -20 celsius, time 1 hour. The product is BrC1=C(N)C(=C(C(=C1)F)Cl)F (2-bromo-5-chloro-4,6-difluoroaniline). Isolated yield 74.6%. As a reaction SMILES: [Br:1]N1C(=O)CCC1=O.[Cl:9][C:10]1[C:11]([F:18])=[C:12]([CH:14]=[CH:15][C:16]=1[F:17])[NH2:13].CCCCCC.O>CN(C)C=O>[Br:1][C:14]1[CH:15]=[C:16]([F:17])[C:10]([Cl:9])=[C:11]([F:18])[C:12]=1[NH2:13]. Reported procedure: 18.9 g of N-bromosuccinimide was gradually added to a stirred solution of 17.4 g of 3-chloro-2,4-difluoroaniline in 150 cm3 of dry dimethylformamide, cooled to a temperature in the region of −20° C., while this temperature was maintained. After stirring for 1 hour, the temperature was brought to the region of 20° C. and then the mixture was concentrated under reduced pressure (5 kPa), at a temperature in the region of 60° C. The residue obtained was supplemented with 400 cm3 of hexane and 200 cm...